This data is from the Open Reaction Database (ORD), a public repository of structured organic reaction records. The task is: describe an organic reaction: reactants, conditions, products, and yield Reported procedure: The title compound was prepared in analogy to Example 1, replacing (2-amino-4,5-difluoro-phenyl)-carbamic acid tert-butyl ester with (2-amino-4-chloro-5-fluoro-phenyl)-carbamic acid tert-butyl ester (([CAS RN 579474-50-3]), Example 47), cyclohexanecarbaldehyde with anisaldehyde ([CAS RN 123-11-5]), (3-chloro-phenyl)-acetic acid with DL-cyclohexyl-methoxy-acetic acid ([CAS RN 15540-18-8]) and cyclohexyl isocyanide with cyclopentyl isocyanide ([CAS RN 68498-54-4]). MS (ISP): 528.3 [M+H]+. The product is ClC=1C(=CC2=C(N(C(=N2)C(OC)C2CCCCC2)C(C(=O)NC2CCCC2)C2=CC=C(C=C2)OC)C1)F (2-[6-Chloro-2-(cyclohexyl-methoxy-methyl)-5-fluoro-benzoimidazol-1-yl]-N-cyclopentyl-2-(4-methoxy-phenyl)-acetamide). Reaction SMILES: [CH2:1]([C:8]1[N:12]([CH:13]([CH:23]2[CH2:28][CH2:27][CH2:26][CH2:25][CH2:24]2)[C:14]([NH:16][CH:17]2C[CH2:21][CH2:20][CH2:19][CH2:18]2)=[O:15])[C:11]2[CH:29]=[C:30]([Cl:34])[C:31]([F:33])=[CH:32][C:10]=2[N:9]=1)[C:2]1[CH:7]=[CH:6][CH:5]=[CH:4][CH:3]=1.C1([CH:41]=[O:42])CCCCC1.[CH3:43][O:44]C1C=CC(C=O)=CC=1.ClC1C=C(CC(O)=O)C=CC=1.C1(C(OC)C(O)=O)CCCCC1.C1([N+]#[C-])CCCCC1.C1([N+]#[C-])CCCC1>>[Cl:34][C:30]1[C:31]([F:33])=[CH:32][C:10]2[N:9]=[C:8]([CH:1]([CH:2]3[CH2:7][CH2:6][CH2:5][CH2:4][CH2:3]3)[O:44][CH3:43])[N:12]([CH:13]([C:23]3[CH:24]=[CH:25][C:26]([O:42][CH3:41])=[CH:27][CH:28]=3)[C:14]([NH:16][CH:17]3[CH2:18][CH2:19][CH2:20][CH2:21]3)=[O:15])[C:11]=2[CH:29]=1. The reactants are C1(CCCCC1)C(C(=O)O)OC (cyclohexyl-methoxy-acetic acid), C(C1=CC=CC=C1)C1=NC2=C(N1C(C(=O)NC1CCCCC1)C1CCCCC1)C=C(C(=C2)F)Cl (2-(2-Benzyl-6-chloro-5-fluoro-benzoimidazol-1-yl)-2,N-dicyclohexyl-acetamide), ClC=1C=C(C=CC1)CC(=O)O ((3-chloro-phenyl)-acetic acid), C1(CCCC1)[N+]#[C-] (cyclopentyl isocyanide), C1(CCCCC1)C=O (cyclohexanecarbaldehyde), COC=1C=CC(=CC1)C=O (anisaldehyde), C1(CCCCC1)[N+]#[C-] (cyclohexyl isocyanide). Reactants: CC(=O)OCC1OC(c2ccc(Cl)c(Cc3ccc(Br)s3)c2)C(OC(C)=O)C(OC(C)=O)C1OC(C)=O, O=Cc1ccc(B(O)O)cc1. Yields the product CC(=O)OCC1OC(c2ccc(Cl)c(Cc3ccc(-c4ccc(C=O)cc4)s3)c2)C(OC(C)=O)C(OC(C)=O)C1OC(C)=O. Reaction SMILES: [C:1]([CH3:2])(=[O:3])[O:4][CH:5]1[CH:6]([c:24]2[cH:25][c:26]([CH2:31][c:32]3[s:33][c:34]([Br:37])[cH:35][cH:36]3)[c:27]([Cl:30])[cH:28][cH:29]2)[O:7][CH:8]([CH2:19][O:20][C:21]([CH3:22])=[O:23])[CH:9]([O:15][C:16]([CH3:17])=[O:18])[CH:10]1[O:11][C:12]([CH3:13])=[O:14].[CH:38](=[O:39])[c:40]1[cH:41][cH:42][c:43]([B:46]([OH:47])[OH:48])[cH:44][cH:45]1>>[C:1]([CH3:2])(=[O:3])[O:4][CH:5]1[CH:6]([c:24]2[cH:25][c:26]([CH2:31][c:32]3[s:33][c:34](-[c:43]4[cH:42][cH:41][c:40]([CH:38]=[O:39])[cH:45][cH:44]4)[cH:35][cH:36]3)[c:27]([Cl:30])[cH:28][cH:29]2)[O:7][CH:8]([CH2:19][O:20][C:21]([CH3:22])=[O:23])[CH:9]([O:15][C:16]([CH3:17])=[O:18])[CH:10]1[O:11][C:12]([CH3:13])=[O:14]. The reactants are C(#N)C1=CC=C(C=O)C=C1 (4-cyanobenzaldehyde), Cl.CN (methylamine-hydrochloride), C(#N)[BH3-].[Na+] (sodium cyanoborohydride), Cl (hydrochloride), Cl (hydrogen chloride). Product: Cl.C(#N)C1=CC=C(C=C1)CNC (4-Cyano-N-methylbenzenemethanamine-hydrochloride). The yield is 52.0%. Reaction SMILES: [C:1]([C:3]1[CH:10]=[CH:9][C:6]([CH:7]=O)=[CH:5][CH:4]=1)#[N:2].[ClH:11].CN.[C:14]([BH3-])#[N:15].[Na+].Cl>>[ClH:11].[C:1]([C:3]1[CH:10]=[CH:9][C:6]([CH2:7][NH:15][CH3:14])=[CH:5][CH:4]=1)#[N:2] |f:1.2,3.4,6.7|. Reported procedure: Prepared analogously to Example 61a) from 4-cyanobenzaldehyde, methylamine-hydrochloride and sodium cyanoborohydride. The resulting base was converted into the corresponding hydrochloride by treating the methanolic solution with ethereal hydrogen chloride. Yield: 52% of theory. Colourless crystals. The reactants are CC(C)Oc1ccc(OCc2ccccc2)cc1-c1nc2ccc(CCl)nc2[nH]1, CN(C)C=O, N#C[K], O. The product is CC(C)Oc1ccc(OCc2ccccc2)cc1-c1nc2ccc(CC#N)nc2[nH]1. As a reaction SMILES: [CH2:1]([c:2]1[cH:3][cH:4][cH:5][cH:6][cH:7]1)[O:8][c:9]1[cH:10][cH:11][c:12]([O:26][CH:27]([CH3:28])[CH3:29])[c:13](-[c:15]2[n:16][c:17]3[c:18]([n:19][c:20]([CH2:23][Cl:24])[cH:21][cH:22]3)[nH:25]2)[cH:14]1.[CH3:34][N:35]([CH3:36])[CH:37]=[O:38].[K:30][C:31]#[N:32].[OH2:33]>>[CH2:1]([c:2]1[cH:3][cH:4][cH:5][cH:6][cH:7]1)[O:8][c:9]1[cH:10][cH:11][c:12]([O:26][CH:27]([CH3:28])[CH3:29])[c:13](-[c:15]2[n:16][c:17]3[c:18]([n:19][c:20]([CH2:23][C:31]#[N:32])[cH:21][cH:22]3)[nH:25]2)[cH:14]1. Starting materials: carboxylic esters, carboxylic acids, ClCCCS(=O)(=O)OCC([C@H](C(=O)O)OCC1=CC=CC=C1)(C)C ((2R)-4-[(3-Chloropropyl)sulfonyloxy]-3,3-dimethyl-2-(phenylmethoxy)butanoic acid), C(C(=O)Cl)(=O)Cl (oxalyl chloride), C(C)(C)O (isopropanol), N1=CC=CC=C1 (pyridine), acid chloride. The product is ClCCCS(=O)(=O)OCC([C@H](C(=O)OC(C)C)OCC1=CC=CC=C1)(C)C (Isopropyl (2R)-4-[(3-chloropropyl)sulfonyloxy]-3,3-dimethyl-2-(phenylmethoxy)butanoate). The yield is 76.3%. Procedure: Following the general procedure for the preparation of carboxylic esters from carboxylic acids of Description 15, (2R)-4-[(3-chloropropyl)sulfonyloxy]-3,3-dimethyl-2-(phenylmethoxy)butanoic acid (11) (0.73 g, 1.9 mmol) dissolved in 20 mL of anhydrous dichloromethane (DCM) was reacted with 1.1 mL (2.2 mmol) of oxalyl chloride (2.0 M in DCM). After completion of the reaction, a solution of 2 mL (1.57 g, 26.1 mmol) of isopropanol (iPrOH) and 0.16 mL of pyridine (0.15 g, 1.9 mmol) in 10 mL of anhydr... Run in ClCCl (dichloromethane), ClCCl (dichloromethane). RXN SMILES: [Cl:1][CH2:2][CH2:3][CH2:4][S:5]([O:8][CH2:9][C:10]([CH3:24])([CH3:23])[C@@H:11]([O:15][CH2:16][C:17]1[CH:22]=[CH:21][CH:20]=[CH:19][CH:18]=1)[C:12]([OH:14])=[O:13])(=[O:7])=[O:6].C(Cl)(=O)C(Cl)=O.[CH:31](O)([CH3:33])[CH3:32].N1C=CC=CC=1>ClCCl>[Cl:1][CH2:2][CH2:3][CH2:4][S:5]([O:8][CH2:9][C:10]([CH3:24])([CH3:23])[C@@H:11]([O:15][CH2:16][C:17]1[CH:22]=[CH:21][CH:20]=[CH:19][CH:18]=1)[C:12]([O:14][CH:31]([CH3:33])[CH3:32])=[O:13])(=[O:6])=[O:7]. Starting materials: N#Cc1c(F)cccc1F, CC(O)c1c(F)cccc1F, [H-], [Na+], CN(C)C=O, O. Yields the product CC(Oc1cccc(F)c1C#N)c1c(F)cccc1F. Reaction SMILES: [F:15][c:16]1[c:17]([C:18]#[N:19])[c:20]([F:24])[cH:21][cH:22][cH:23]1.[F:4][c:5]1[c:6]([CH:7]([CH3:8])[OH:9])[c:10]([F:14])[cH:11][cH:12][cH:13]1.[H-:2].[Na+:3].[O:25]=[CH:26][N:27]([CH3:28])[CH3:29].[OH2:1]>>[F:4][c:5]1[c:6]([CH:7]([CH3:8])[O:9][c:20]2[c:17]([C:18]#[N:19])[c:16]([F:15])[cH:23][cH:22][cH:21]2)[c:10]([F:14])[cH:11][cH:12][cH:13]1.